From a dataset of the Open Reaction Database (ORD), a public repository of structured organic reaction records. describe an organic reaction: reactants, conditions, products, and yield Reactants: C=1C=CC2=C(C1)N(C)CC2. Reagents/catalysts: OC(C)(C)C(O)(C)C, O1BOC=2C=CC=CC12, N(CC)(CC)CC, FC=1C(F)=C(F)C(B(C=2C(F)=C(F)C(F)=C(F)C2F)C=3C(F)=C(F)C(F)=C(F)C3F)=C(F)C1F. Run in C=1C=CC(=CC1)C. Reaction conditions: temperature 100 celsius, time 48 hour. The product is O1B(OC(C)(C)C1(C)C)C2=CC=C3C(=C2)CCN3C. Yield: 32.0%. Reported procedure: Prepared from 1-methylindoline (1j, 26.6 mg, 0.200 mmol, 1.00 equiv) and catBH (36.0 mg, 0.300 mmol, 1.50 equiv) at 100 o C according to GP 1. The title compound was purified by flash column chromatography using cyclohexane/EtOAc/Et3N (30/1/1) as eluent to afford 3j (16.6 mg, 32%) as a white solid. Starting materials: BrC1=CC=C(C=C1)[C@@H]1CC[C@H](CC1)[C@@H]1CC[C@H](CC1)CCC (trans-1-p-bromophenyl-4-(trans-4-propylcyclohexyl)-cyclohexane), C(#N)C#N ((CN)2), N1=CC=CC=C1 (pyridine), CN1C(CCC1)=O (N-methylpyrrolidone), FeCl3.6H2O. Solvent: Cl (hydrochloric acid). Yields the product C(#N)C1=CC=C(C=C1)[C@@H]1CC[C@H](CC1)[C@@H]1CC[C@H](CC1)CCC (trans-1-p-cyanophenyl-4-(trans-4-propylcyclohexyl)-cyclohexane). Reaction SMILES: Br[C:2]1[CH:7]=[CH:6][C:5]([C@H:8]2[CH2:13][CH2:12][C@H:11]([C@H:14]3[CH2:19][CH2:18][C@H:17]([CH2:20][CH2:21][CH3:22])[CH2:16][CH2:15]3)[CH2:10][CH2:9]2)=[CH:4][CH:3]=1.[C:23](C#N)#[N:24].N1C=CC=CC=1.CN1CCCC1=O>Cl>[C:23]([C:2]1[CH:7]=[CH:6][C:5]([C@H:8]2[CH2:13][CH2:12][C@H:11]([C@H:14]3[CH2:19][CH2:18][C@H:17]([CH2:20][CH2:21][CH3:22])[CH2:16][CH2:15]3)[CH2:10][CH2:9]2)=[CH:4][CH:3]=1)#[N:24]. Procedure: A mixture of 36.3 g of trans-1-p-bromophenyl-4-(trans-4-propylcyclohexyl)-cyclohexane, 10 g of Cu2 (CN)2, 120 ml of pyridine and 60 ml of N-methylpyrrolidone is heated to 160° for 2 hours. The mixture is cooled, a solution of 120 g of FeCl3.6H2O in 600 ml of 20% hydrochloric acid and the mixture is warmed to 70° for 1.5 hours, while stirring, and worked up in the customary manner to give trans-1-p-cyanophenyl-4-(trans-4-propylcyclohexyl)-cyclohexane, m.p. 55°, c.p. 184°. Reactants: C(C)(=O)SCCC(=O)N1[C@@H](C=C(C1)CC)C(=O)O ((2S)-1-[3-(Acetylthio)-1-oxopropyl]-2,5-dihydro-4-ethyl-1H-pyrrole-2-carboxylic acid), N (ammonia). The product is C(C)C1=C[C@H](N(C1)C(CCS)=O)C(=O)O ((2S)-2,5-dihydro-4-ethyl-1-(3-mercapto-1-oxopropyl)-1H-pyrrole-2-carboxylic acid). As a reaction SMILES: C([S:4][CH2:5][CH2:6][C:7]([N:9]1[CH2:13][C:12]([CH2:14][CH3:15])=[CH:11][C@H:10]1[C:16]([OH:18])=[O:17])=[O:8])(=O)C.N>>[CH2:14]([C:12]1[CH2:13][N:9]([C:7](=[O:8])[CH2:6][CH2:5][SH:4])[C@H:10]([C:16]([OH:18])=[O:17])[CH:11]=1)[CH3:15]. Procedure details: The product from part (b) is treated with concentrated ammonia according to the procedure of Example 4 to yield (2S)-2,5-dihydro-4-ethyl-1-(3-mercapto-1-oxopropyl)-1H-pyrrole-2-carboxylic acid. Reactants: CCOC(=O)c1ccc2c(c1)c(-c1cc3ccccc3o1)nn2C1CCCCO1, CO, Cl, [Na+], C1CCOC1, [OH-], O. The product is O=C(O)c1ccc2c(c1)c(-c1cc3ccccc3o1)nn2C1CCCCO1. As a reaction SMILES: [CH2:1]([CH3:2])[O:3][C:4](=[O:5])[c:6]1[cH:7][c:8]2[c:9](-[c:21]3[o:22][c:23]4[c:24]([cH:25]3)[cH:26][cH:27][cH:28][cH:29]4)[n:10][n:11]([CH:15]3[O:16][CH2:17][CH2:18][CH2:19][CH2:20]3)[c:12]2[cH:13][cH:14]1.[CH3:39][OH:40].[ClH:37].[Na+:36].[O:30]1[CH2:31][CH2:32][CH2:33][CH2:34]1.[OH-:35].[OH2:38]>>[O:3]=[C:4]([OH:5])[c:6]1[cH:7][c:8]2[c:9](-[c:21]3[o:22][c:23]4[c:24]([cH:25]3)[cH:26][cH:27][cH:28][cH:29]4)[n:10][n:11]([CH:15]3[O:16][CH2:17][CH2:18][CH2:19][CH2:20]3)[c:12]2[cH:13][cH:14]1.